Dataset: the Open Reaction Database (ORD), a public repository of structured organic reaction records. Task: describe an organic reaction: reactants, conditions, products, and yield Reactants: Cl.IC1=CC=C(OC2=CC=C(C=C2)N2CCNCC2)C=C1 (1-[4-(4-Iodo-phenoxy)-phenyl]-piperazine hydrochloride), COC(CCBr)=O (3-bromo-propionic acid methyl ester). Yields the product COC(CCN1CCN(CC1)C1=CC=C(C=C1)OC1=CC=C(C=C1)I)=O (3-{4[4-(4-Iodo-phenoxy)-phenyl]-piperazin-1-yl}-propionic acid methyl ester). Isolated yield 91.0%. Reaction SMILES: Cl.[I:2][C:3]1[CH:21]=[CH:20][C:6]([O:7][C:8]2[CH:13]=[CH:12][C:11]([N:14]3[CH2:19][CH2:18][NH:17][CH2:16][CH2:15]3)=[CH:10][CH:9]=2)=[CH:5][CH:4]=1.[CH3:22][O:23][C:24](=[O:28])[CH2:25][CH2:26]Br>>[CH3:22][O:23][C:24](=[O:28])[CH2:25][CH2:26][N:17]1[CH2:16][CH2:15][N:14]([C:11]2[CH:10]=[CH:9][C:8]([O:7][C:6]3[CH:20]=[CH:21][C:3]([I:2])=[CH:4][CH:5]=3)=[CH:13][CH:12]=2)[CH2:19][CH2:18]1 |f:0.1|. Procedure details: The title compound (280 mg, 91%) was prepared from the compound from Example 14 (300 mg, 0.66 mmol) and 3-bromo-propionic acid methyl ester (153 mg, 0.92 mmol) by the procedure described step 1 of Example 1 MS (ESI) m/z 467 (M+H); 1H NMR (400 MHz, CDCl3) δ 2.56 (t, J=7.2 Hz, 2H), 2.64 (t, J=4.8 Hz, 4H), 2.75 (t, J=7.2 Hz, 2H), 3.15 (t, J=4.8 Hz, 4H), 3.69 (s, 3H), 6.70 (dd, J=0.8, 8.8 Hz, 2H), 6.92 (m, 4H), 7.56 (dd, J=0.8, 8.4 Hz, 2H).